From a dataset of the Open Reaction Database (ORD), a public repository of structured organic reaction records. describe an organic reaction: reactants, conditions, products, and yield Reactants: C(C)(=O)O[C@H]1[C@@H](C(O[C@@H]1COC(C1=CC=CC=C1)=O)Br)F (3-O-acetyl-5-O-benzoyl-2-deoxy-2-fluoro-D-arabinofuranosyl bromide), ClC=1C(=NC(N(C1)[Si](C)(C)C)=O)N([Si](C)(C)C)[Si](C)(C)C (5-chloro-tris(trimethylsilyl)cytosine), ClC=1C(=NC(NC1)=O)N (5-chlorocytosine), ClC=1C(=NC(NC1)=O)N (5-chlorocytosine), S(=O)(=O)([O-])[O-].[NH4+].[NH4+] (ammonium sulfate). Run in C(Cl)Cl (methylene chloride), C(Cl)Cl (methylene chloride), C[Si](N[Si](C)(C)C)(C)C (hexamethyldisilazane). Run at time 5 day. Yields the product C(C)(=O)O[C@H]1[C@@H]([C@@H](O[C@@H]1COC(C1=CC=CC=C1)=O)N1C(=O)N=C(N)C(=C1)Cl)F (1-(3-O-acetyl-5-O-benzoyl-2-deoxy-2-fluoro-β-D-arabinofuranosyl)-5-chlorocytosine). RXN SMILES: [C:1]([O:4][C@@H:5]1[C@@H:9]([CH2:10][O:11][C:12](=[O:19])[C:13]2[CH:18]=[CH:17][CH:16]=[CH:15][CH:14]=2)[O:8][CH:7](Br)[C@H:6]1[F:21])(=[O:3])[CH3:2].[Cl:22][C:23]1[C:24]([N:34]([Si](C)(C)C)[Si](C)(C)C)=[N:25][C:26](=[O:33])[N:27]([Si](C)(C)C)[CH:28]=1.ClC1C(N)=NC(=O)NC=1.S([O-])([O-])(=O)=O.[NH4+].[NH4+]>C(Cl)Cl.C[Si](C)(C)N[Si](C)(C)C>[C:1]([O:4][C@@H:5]1[C@@H:9]([CH2:10][O:11][C:12](=[O:19])[C:13]2[CH:18]=[CH:17][CH:16]=[CH:15][CH:14]=2)[O:8][C@@H:7]([N:27]2[CH:28]=[C:23]([Cl:22])[C:24]([NH2:34])=[N:25][C:26]2=[O:33])[C@H:6]1[F:21])(=[O:3])[CH3:2] |f:3.4.5|. Procedure details: To a solution of 3-O-acetyl-5-O-benzoyl-2-deoxy-2-fluoro-D-arabinofuranosyl bromide (3.6 g, 0.01 mol) in methylene chloride (50 ml) is added a methylene chloride solution of 5-chloro-tris(trimethylsilyl)cytosine [prepared from 4.3 g, 0.03 mol. of 5-chlorocytosine as follows: a mixture of 5-chlorocytosine and 5-15 mg of ammonium sulfate in 43 ml of hexamethyldisilazane is heated to reflux until a clear solution is obtained. The excess hexamethyldisilazane is removed by evaporation in vacuo and th...